From a dataset of the Open Reaction Database (ORD), a public repository of structured organic reaction records. describe an organic reaction: reactants, conditions, products, and yield The reactants are NC1=CC=CC=C1 (Aniline), BrC1=CC=C(C=C1)[Si](C)(C)C ((4-bromophenyl)trimethylsilane), C=1C=CC(=CC1)P(C=2C=CC=CC2)C3=CC=C4C=CC=CC4=C3C5=C6C=CC=CC6=CC=C5P(C=7C=CC=CC7)C=8C=CC=CC8 (BINAP), CC(C)([O-])C.[Na+] (sodium-tert-butoxide). Reagents/catalysts: C1=CC=C(C=C1)/C=C/C(=O)/C=C/C2=CC=CC=C2.C1=CC=C(C=C1)/C=C/C(=O)/C=C/C2=CC=CC=C2.[Pd] (tris(dibenzylideneaceton)dipalladium(O)). The solvent is C1(=CC=CC=C1)C (toluene). Reaction conditions: temperature 100 celsius, time 24 hour. The product is C[Si](C1=CC=C(C=C1)NC1=CC=CC=C1)(C)C (4-(trimethylsilyl)-N-phenylbenzeneamine). As a reaction SMILES: [NH2:1][C:2]1[CH:7]=[CH:6][CH:5]=[CH:4][CH:3]=1.Br[C:9]1[CH:14]=[CH:13][C:12]([Si:15]([CH3:18])([CH3:17])[CH3:16])=[CH:11][CH:10]=1.C1C=CC(P(C2C(C3C(P(C4C=CC=CC=4)C4C=CC=CC=4)=CC=C4C=3C=CC=C4)=C3C(C=CC=C3)=CC=2)C2C=CC=CC=2)=CC=1.CC(C)([O-])C.[Na+]>C1(C)C=CC=CC=1.C1C=CC(/C=C/C(/C=C/C2C=CC=CC=2)=O)=CC=1.C1C=CC(/C=C/C(/C=C/C2C=CC=CC=2)=O)=CC=1.[Pd]>[CH3:16][Si:15]([CH3:18])([CH3:17])[C:12]1[CH:13]=[CH:14][C:9]([NH:1][C:2]2[CH:7]=[CH:6][CH:5]=[CH:4][CH:3]=2)=[CH:10][CH:11]=1 |f:3.4,6.7.8|. Reported procedure: Aniline (127.5 m mol)), (4-bromophenyl)trimethylsilane (102 m mol)), tris(dibenzylideneaceton)dipalladium(O) (1.53 m mol)), BINAP(2,2′-bis(diphenylphosphino)-1,1′-binaphthyl (3.06 m mol)), and sodium-tert-butoxide (132.6 m mol)) were dissolved in toluene (100 ml) in a 250 ml tri-neck-round bottom flask and then stirred in a bath of 100° C. for 24 hours. After the reaction was terminated, the toluene was removed from the solution. After extraction was performed on the solution using dichlorometha... Starting materials: CC1COC=2C(N1)=C(C=CC2)N (3-methyl-3,4-dihydro-1H-1,4-benzoxazin-5-amine), NC(=O)N (urea). The solvent is CCOCC.CCCCCC (ether hexane). Yields the product CC1COC2=C3N1C(NC3=CC=C2)=O (4-Methyl-4,5-dihydroimidazo[1,5,4-de][1,4]benzoxazin-2(1H)-one). Isolated yield 52.6%. As a reaction SMILES: [CH3:1][CH:2]1[NH:7][C:6]2=[C:8]([NH2:12])[CH:9]=[CH:10][CH:11]=[C:5]2[O:4][CH2:3]1.N[C:14](N)=[O:15]>CCOCC.CCCCCC>[CH3:1][CH:2]1[N:7]2[C:14](=[O:15])[NH:12][C:8]3=[CH:9][CH:10]=[CH:11][C:5](=[C:6]23)[O:4][CH2:3]1 |f:2.3|. Procedure: 3.3 g (0.02 mol) of 3-methyl-3,4-dihydro-1H-1,4-benzoxazin-5-amine are heated at 160°-165° C. in an oil bath for 1.5 hours in the presence of 1.7 g (0.028 mol) of urea. A solid is obtained which is taken up in a water/ether (50/50) mixture. The phases are separated, the organic phase is recovered, is washed, is dried and the solvent evaporated to dryness. The residue obtained is purified by chromatography on a column of silica gel, the eluent being ethyl ether. 2 g of product are obtained. The reactants are ClC=1C(=CC(=C(C1)S(=O)(=O)Cl)F)F (5-chloro-2,4-difluorobenzenesulfonyl chloride), [Cl-].[NH4+] (ammonium chloride), C(C)(C)(C)OC(NC=1N=CSC1)=O (thiazol-4-yl-carbamic acid tert-butyl ester), C[Si]([N-][Si](C)(C)C)(C)C.[Li+] (lithium hexamethyldisilazide). Run in O1CCCC1 (tetrahydrofuran), O1CCCC1 (tetrahydrofuran). Conditions: time 30 minute. Product: C(C)(C)(C)OC(N(C=1N=CSC1)S(=O)(=O)C1=C(C=C(C(=C1)Cl)F)F)=O (tert-Butyl[(5-chloro-2,4-difluorophenyl)sulfonyl]1,3-thiazol-4-ylcarbamate). The yield is 71.1%. RXN SMILES: [C:1]([O:5][C:6](=[O:13])[NH:7][C:8]1[N:9]=[CH:10][S:11][CH:12]=1)([CH3:4])([CH3:3])[CH3:2].C[Si](C)(C)[N-][Si](C)(C)C.[Li+].[Cl:24][C:25]1[C:26]([F:36])=[CH:27][C:28]([F:35])=[C:29]([S:31](Cl)(=[O:33])=[O:32])[CH:30]=1.[Cl-].[NH4+]>O1CCCC1>[C:1]([O:5][C:6](=[O:13])[N:7]([S:31]([C:29]1[CH:30]=[C:25]([Cl:24])[C:26]([F:36])=[CH:27][C:28]=1[F:35])(=[O:33])=[O:32])[C:8]1[N:9]=[CH:10][S:11][CH:12]=1)([CH3:4])([CH3:2])[CH3:3] |f:1.2,4.5|. Procedure details: To a solution of thiazol-4-yl-carbamic acid tert-butyl ester (Preparation 3, 503 mg, 2.51 mmol) in tetrahydrofuran (5.0 mL) cooled to −78° C. was added lithium hexamethyldisilazide (1.0 M in tetrahydrofuran, 2.76 mL, 2.76 mmol). The reaction mixture was stirred for 30 minutes at ambient temperature then cooled to −78° C. A solution of 5-chloro-2,4-difluorobenzenesulfonyl chloride (620.5 mg, 2.51 mmol) in tetrahydrofuran (5.0 mL) was added slowly via a syringe. After the addition was complete, th... Starting materials: ClCCCOC1=C(C=C(C=O)C=C1)OC (4-(3-chloropropoxy)-3-methoxybenzaldehyde), [H-].[Na+] (sodium hydride), CCOCC (ether), N1N=CC=C1 (pyrazole). Run at time 15 minute. Reported procedure: To a stirred suspension under nitrogen of sodium hydride (6.4 g, 130 mmol, of about 50% oil dispersion-ether washed) in tetrahydrofuran (220 ml) was added pyrazole (4.4 g, 60 mmol) in tetrahydrofuran (60 ml), dropwise. After complete addition, the reaction was stirred for about 15 minutes, and then 4-(3-chloropropoxy)-3-methoxybenzaldehyde (24.5 g, 107 mmol) was added. The nitrogen was stopped and air was sparged into the reactor for about 3 hours. The reaction was then allowed to stir at ambien... The solvent is O1CCCC1 (tetrahydrofuran), O1CCCC1 (tetrahydrofuran). The product is ClCCCOC1=C(C=C(C(=O)O)C=C1)OC (4-(3-Chloropropoxy)-3-methoxybenzoic acid). Reaction SMILES: [H-].[Na+].CC[O:5]CC.N1C=CC=N1.[Cl:13][CH2:14][CH2:15][CH2:16][O:17][C:18]1[CH:25]=[CH:24][C:21]([CH:22]=[O:23])=[CH:20][C:19]=1[O:26][CH3:27]>O1CCCC1>[Cl:13][CH2:14][CH2:15][CH2:16][O:17][C:18]1[CH:25]=[CH:24][C:21]([C:22]([OH:5])=[O:23])=[CH:20][C:19]=1[O:26][CH3:27] |f:0.1|.